The task is: describe an organic reaction: reactants, conditions, products, and yield. This data is from the Open Reaction Database (ORD), a public repository of structured organic reaction records. Starting materials: OC=C1C(NC2=CC(=CC=C12)C(=O)C=1C=C(C=CC1)NC(=O)C=1C(=NOC1)C)=O (3-Methyl-isoxazole-4-carboxylic acid [3-(3-hydroxymethylene-2-oxo-2,3-dihydro-1H-indole-6-carbonyl)-phenyl]-amide), NC1=CC=C(C=C1)CCC(=O)O (3-(4-Amino-phenyl)-propionic acid). Run in C1CCOC1 (THF). Run at temperature 65 celsius, time 24 hour. The product is CC1=NOC=C1C(=O)NC=1C=C(C(=O)C2=CC=C3C(C(NC3=C2)=O)=CNC2=CC=C(C=C2)CCC(=O)O)C=CC1 (3-{4-[(6-{3-[(3-Methyl-isoxazole-4-carbonyl)-amino]-benzoyl}-2-oxo-1,2-dihydro-indol-3-ylidenemethyl)-amino]-phenyl}-propionic acid). Yield: 25.0%. As a reaction SMILES: O[CH:2]=[C:3]1[C:11]2[C:6](=[CH:7][C:8]([C:12]([C:14]3[CH:15]=[C:16]([NH:20][C:21]([C:23]4[C:24]([CH3:28])=[N:25][O:26][CH:27]=4)=[O:22])[CH:17]=[CH:18][CH:19]=3)=[O:13])=[CH:9][CH:10]=2)[NH:5][C:4]1=[O:29].[NH2:30][C:31]1[CH:36]=[CH:35][C:34]([CH2:37][CH2:38][C:39]([OH:41])=[O:40])=[CH:33][CH:32]=1>C1COCC1>[CH3:28][C:24]1[C:23]([C:21]([NH:20][C:16]2[CH:15]=[C:14]([CH:19]=[CH:18][CH:17]=2)[C:12]([C:8]2[CH:7]=[C:6]3[C:11]([C:3](=[CH:2][NH:30][C:31]4[CH:32]=[CH:33][C:34]([CH2:37][CH2:38][C:39]([OH:41])=[O:40])=[CH:35][CH:36]=4)[C:4](=[O:29])[NH:5]3)=[CH:10][CH:9]=2)=[O:13])=[O:22])=[CH:27][O:26][N:25]=1. Procedure details: A small screw cap test tube was charged with 3-Methyl-isoxazole-4-carboxylic acid [3-(3-hydroxymethylene-2-oxo-2,3-dihydro-1H-indole-6-carbonyl)-phenyl]-amide (prepared below, 100 mg, 0.257 mmol) and THF (2.5 mL). To the resulting solution was added 3-(4-Amino-phenyl)-propionic acid (42.4 mg, 0.257 mmol), and the mixture was stirred for 24 h at 65° C. Subsequently, the reaction mixture was cooled to room temperature and a yellow precipitate formed. The precipitate was filtered then washed with 0... Starting materials: C(C)(=O)N1CCC2=CC=CC=C12 (1-acetylindoline), BrCCCCCC(=O)Cl (6-bromohexanoyl chloride). The product is C(C)(=O)N1CCC2=CC(=CC=C12)C(CCCCCBr)=O (1-(1-Acetyl-2,3-dihydro-1H-indol-5-yl)-6-bromo-1-hexanone). As a reaction SMILES: [C:1]([N:4]1[C:12]2[C:7](=[CH:8][CH:9]=[CH:10][CH:11]=2)[CH2:6][CH2:5]1)(=[O:3])[CH3:2].[Br:13][CH2:14][CH2:15][CH2:16][CH2:17][CH2:18][C:19](Cl)=[O:20]>>[C:1]([N:4]1[C:12]2[C:7](=[CH:8][C:9]([C:19](=[O:20])[CH2:18][CH2:17][CH2:16][CH2:15][CH2:14][Br:13])=[CH:10][CH:11]=2)[CH2:6][CH2:5]1)(=[O:3])[CH3:2]. Procedure: Using 1-acetylindoline and 6-bromohexanoyl chloride according to the same method as that of Reference Example 1, the title compound (1.27 g) was obtained as colorless crystals having a melting point of 110 to 111° C.